From a dataset of the Open Reaction Database (ORD), a public repository of structured organic reaction records. describe an organic reaction: reactants, conditions, products, and yield As a reaction SMILES: [CH:1]1[C:6]([CH:7]=O)=[CH:5][C:4]2[O:9][CH2:10][O:11][C:3]=2[CH:2]=1.[CH:12]([C:15]1[CH:21]=[CH:20][C:18]([NH2:19])=[CH:17][CH:16]=1)([CH3:14])[CH3:13]>>[O:11]1[C:3]2[CH:2]=[CH:1][C:6]([CH2:7][NH:19][C:18]3[CH:20]=[CH:21][C:15]([CH:12]([CH3:14])[CH3:13])=[CH:16][CH:17]=3)=[CH:5][C:4]=2[O:9][CH2:10]1. Reported procedure: By the reaction and treatment in the same manner as in Preparation Example 1 using piperonal (4.5 g) and 4-isopropylaniline (4.0 g) as starting materials, (benzo[d]1,3-dioxolen-5-ylmethyl)(4-isopropylphenyl)amine (6.1 g) was obtained. Starting materials: C1=CC2=C(C=C1C=O)OCO2 (piperonal), C(C)(C)C1=CC=C(N)C=C1 (4-isopropylaniline). Isolated yield 76.6%. Yields the product O1COC2=C1C=CC(=C2)CNC2=CC=C(C=C2)C(C)C ((benzo[d]1,3-dioxolen-5-ylmethyl)(4-isopropylphenyl)amine). Reactants: NCC1=CC(=NC=C1)CN(C(OC(C)(C)C)=O)CC(N(CC)CCN(C)C)=O (tert-butyl N-{[4-(aminomethyl)pyridin-2-yl]methyl}-N-({[2-(dimethylamino)ethyl](ethyl)carbamoyl}methyl)carbamate), NCC1=CC(=NC=C1)CN(C(OC(C)(C)C)=O)CCCCN(CC)CC (tert-butyl N-{[4-(aminomethyl)pyridin-2-yl]methyl}-N-[4-(diethylamino)butyl]carbamate), FC(C(=O)O)(CC)F (2,2-difluorobutanoic acid). The product is FC(C(=O)NCC1=CC(=NC=C1)CN(C(OC(C)(C)C)=O)CC(N(CC)CCN(C)C)=O)(CC)F (Tert-butyl N-({4-[(2,2-difluorobutanamido)methyl]pyridin-2-yl}methyl)-N-({[2-(dimethylamino)ethyl](ethyl)carbamoyl}methyl)carbamate). RXN SMILES: [NH2:1][CH2:2][C:3]1[CH:8]=[CH:7][N:6]=[C:5]([CH2:9][N:10]([CH2:18][C:19](=[O:28])[N:20]([CH2:23][CH2:24][N:25]([CH3:27])[CH3:26])[CH2:21][CH3:22])[C:11](=[O:17])[O:12][C:13]([CH3:16])([CH3:15])[CH3:14])[CH:4]=1.NCC1C=CN=C(CN(CCCCN(CC)CC)C(=O)OC(C)(C)C)C=1.[F:55][C:56]([F:62])([CH2:60][CH3:61])[C:57](O)=[O:58]>>[F:55][C:56]([F:62])([CH2:60][CH3:61])[C:57]([NH:1][CH2:2][C:3]1[CH:8]=[CH:7][N:6]=[C:5]([CH2:9][N:10]([CH2:18][C:19](=[O:28])[N:20]([CH2:23][CH2:24][N:25]([CH3:27])[CH3:26])[CH2:21][CH3:22])[C:11](=[O:17])[O:12][C:13]([CH3:15])([CH3:16])[CH3:14])[CH:4]=1)=[O:58]. Procedure: By General Procedure Y from tert-butyl N-{[4-(aminomethyl)pyridin-2-yl]methyl}-N-({[2-(dimethylamino)ethyl](ethyl)carbamoyl}methyl)carbamate (prepared by synthetic route B (analogously to intermediate xii)) and 2,2-difluorobutanoic acid to get the title compound as colorless oil. 1H NMR (300 MHz, CDCl3) δ 8.48 (m, 1H), 7.27 (m, 1H), 7.07 (m, 2H), 4.55 (m, 4H), 4.10 (m, 2H), 3.33 (m, 5H), 2.26 (m, 14H), 1.43 (m, 9H), 1.13 (m, 9H). Reactants: CI (methyl iodide), ClC=1C=C(C=C(C1)Cl)N1C(NC2(C1=CCCC2)CC2=CC=C(C#N)C=C2)=O (4-[1-(3,5-Dichlorophenyl)-2-oxo-1,2,3,4,5,6-hexahydro-benzimidazol-3a-ylmethyl]benzonitrile), [H-].[Na+] (NaH). Solvent: CN(C)C=O (DMF), CN(C)C=O (DMF). Reaction conditions: time 1 hour. The product is ClC=1C=C(C=C(C1)Cl)N1C(N(C2(C1=CCCC2)CC2=CC=C(C#N)C=C2)C)=O (4-[1-(3,5-Dichlorophenyl)-3-methyl-2-oxo-1,2,3,4,5,6-hexahydro-benzimidazol-3a-ylmethyl]benzonitrile). As a reaction SMILES: [Cl:1][C:2]1[CH:3]=[C:4]([N:9]2[C:13]3=[CH:14][CH2:15][CH2:16][CH2:17][C:12]3([CH2:18][C:19]3[CH:26]=[CH:25][C:22]([C:23]#[N:24])=[CH:21][CH:20]=3)[NH:11][C:10]2=[O:27])[CH:5]=[C:6]([Cl:8])[CH:7]=1.[H-].[Na+].[CH3:30]I>CN(C=O)C>[Cl:1][C:2]1[CH:3]=[C:4]([N:9]2[C:13]3=[CH:14][CH2:15][CH2:16][CH2:17][C:12]3([CH2:18][C:19]3[CH:20]=[CH:21][C:22]([C:23]#[N:24])=[CH:25][CH:26]=3)[N:11]([CH3:30])[C:10]2=[O:27])[CH:5]=[C:6]([Cl:8])[CH:7]=1 |f:1.2|. Reported procedure: 4-[1-(3,5-Dichlorophenyl)-2-oxo-1,2,3,4,5,6-hexahydro-benzimidazol-3a-ylmethyl]benzonitrile (200 mg) (0.5 mmol) in DMF (6 ml) was carefully dropped on a suspension of NaH 60% (24.1 mg) (1.2 eq) in DMF (5 ml) at RT. The reaction mixture was stirred 1 h at RT then methyl iodide (0.095 ml) (3 eq) was added. After one night, the reaction mixture was poured on water and extracted with tBuOMe. The organic layer was washed with water, dried over Na2SO4, and concentrated to yield a solid which was washe... The reactants are C#CC1CNCCN1, O=C(O)c1cn(C2CC2)c2cc(Cl)c(F)cc2c1=O, c1ccncc1. The product is C#CC1CN(c2cc3c(cc2F)c(=O)c(C(=O)O)cn3C2CC2)CCN1. As a reaction SMILES: [C:20](#[CH:21])[CH:22]1[CH2:23][NH:24][CH2:25][CH2:26][NH:27]1.[Cl:1][c:2]1[c:3]([F:19])[cH:4][c:5]2[c:6](=[O:18])[c:7]([C:15](=[O:16])[OH:17])[cH:8][n:9]([CH:12]3[CH2:13][CH2:14]3)[c:10]2[cH:11]1.[cH:28]1[cH:29][cH:30][n:31][cH:32][cH:33]1>>[c:2]1([N:24]2[CH2:23][CH:22]([C:20]#[CH:21])[NH:27][CH2:26][CH2:25]2)[c:3]([F:19])[cH:4][c:5]2[c:6](=[O:18])[c:7]([C:15](=[O:16])[OH:17])[cH:8][n:9]([CH:12]3[CH2:13][CH2:14]3)[c:10]2[cH:11]1. Reaction SMILES: [C:1]([CH3:2])(=[O:3])[O:4][CH2:5][c:6]1[cH:7][c:8]([C:9](=[O:10])[O:11][CH3:12])[cH:13][cH:14][c:15]1[Br:16].[C:27](=[O:28])([O-:29])[O-:30].[CH3:33][c:34]1[cH:35][cH:36][cH:37][cH:38][cH:39]1.[K+:31].[K+:32].[OH2:40].[c:17]1([CH3:26])[c:18]([B:23]([OH:24])[OH:25])[cH:19][cH:20][cH:21][cH:22]1.[cH:41]1[cH:42][cH:43][c:44]([P:45]([Pd:46]([P:47]([c:48]2[cH:49][cH:50][cH:51][cH:52][cH:53]2)([c:54]2[cH:55][cH:56][cH:57][cH:58][cH:59]2)[c:60]2[cH:61][cH:62][cH:63][cH:64][cH:65]2)([P:66]([c:67]2[cH:68][cH:69][cH:70][cH:71][cH:72]2)([c:73]2[cH:74][cH:75][cH:76][cH:77][cH:78]2)[c:79]2[cH:80][cH:81][cH:82][cH:83][cH:84]2)[P:85]([c:86]2[cH:87][cH:88][cH:89][cH:90][cH:91]2)([c:92]2[cH:93][cH:94][cH:95][cH:96][cH:97]2)[c:98]2[cH:99][cH:100][cH:101][cH:102][cH:103]2)([c:104]2[cH:105][cH:106][cH:107][cH:108][cH:109]2)[c:110]2[cH:111][cH:112][cH:113][cH:114][cH:115]2)[cH:116][cH:117]1>>[C:1]([CH3:2])(=[O:3])[O:4][CH2:5][c:6]1[cH:7][c:8]([C:9](=[O:10])[O:11][CH3:12])[cH:13][cH:14][c:15]1-[c:18]1[c:17]([CH3:26])[cH:22][cH:21][cH:20][cH:19]1. Reactants: COC(=O)c1ccc(Br)c(COC(C)=O)c1, O=C([O-])[O-], Cc1ccccc1, [K+], [K+], O, Cc1ccccc1B(O)O, c1ccc(P(c2ccccc2)(c2ccccc2)[Pd](P(c2ccccc2)(c2ccccc2)c2ccccc2)(P(c2ccccc2)(c2ccccc2)c2ccccc2)P(c2ccccc2)(c2ccccc2)c2ccccc2)cc1. The product is COC(=O)c1ccc(-c2ccccc2C)c(COC(C)=O)c1.